Task: describe an organic reaction: reactants, conditions, products, and yield. Dataset: the Open Reaction Database (ORD), a public repository of structured organic reaction records Reactants: 1-(di-1-pyrrolidinylmethylene)-1H-benzotriazolium 3-oxide hexafluorophosphate, C1(CCCC1)N1C2=C(N(C(C(C1)(F)F)=O)C)C=NC(=N2)NC2=C(C=C(C(=O)O)C=C2)OC (4-(9-cyclopentyl-7,7-difluoro-5-methyl-6-oxo-6,7,8,9-tetrahydro-5H-pyrimido[4,5-b][1,4]diazepin-2-ylamino)-3-methoxy-benzoic acid), C(C)N(C(C)C)C(C)C (ethyldiisopropyl amine), C1(CC1)N1CCC(CC1)N (1-cyclopropyl-piperidin-4-ylamine). Solvent: CN(C=O)C (dimethylformamide), ice water. Run at time 1 hour. Product: C1(CCCC1)N1C2=C(N(C(C(C1)(F)F)=O)C)C=NC(=N2)NC2=C(C=C(C(=O)NC1CCN(CC1)C1CC1)C=C2)OC (4-(9-cyclopentyl-7,7-difluoro-5-methyl-6-oxo-6,7,8,9-tetrahydro-5H-pyrimido[4,5-b][1,4]diazepin-2-ylamino)-N-(1-cyclopropyl-piperidin-4-yl)-3-methoxy-benzamide). Yield: 64.6%. Reaction SMILES: [CH:1]1([N:6]2[CH2:12][C:11]([F:14])([F:13])[C:10](=[O:15])[N:9]([CH3:16])[C:8]3[CH:17]=[N:18][C:19]([NH:21][C:22]4[CH:30]=[CH:29][C:25]([C:26]([OH:28])=O)=[CH:24][C:23]=4[O:31][CH3:32])=[N:20][C:7]2=3)[CH2:5][CH2:4][CH2:3][CH2:2]1.C(N(C(C)C)C(C)C)C.[CH:42]1([N:45]2[CH2:50][CH2:49][CH:48]([NH2:51])[CH2:47][CH2:46]2)[CH2:44][CH2:43]1>CN(C)C=O>[CH:1]1([N:6]2[CH2:12][C:11]([F:13])([F:14])[C:10](=[O:15])[N:9]([CH3:16])[C:8]3[CH:17]=[N:18][C:19]([NH:21][C:22]4[CH:30]=[CH:29][C:25]([C:26]([NH:51][CH:48]5[CH2:49][CH2:50][N:45]([CH:42]6[CH2:44][CH2:43]6)[CH2:46][CH2:47]5)=[O:28])=[CH:24][C:23]=4[O:31][CH3:32])=[N:20][C:7]2=3)[CH2:2][CH2:3][CH2:4][CH2:5]1. Reported procedure: To a mixture of 0.10 g (0.22 mmole) of 4-(9-cyclopentyl-7,7-difluoro-5-methyl-6-oxo-6,7,8,9-tetrahydro-5H-pyrimido[4,5-b][1,4]diazepin-2-ylamino)-3-methoxy-benzoic acid (I-22), 0.2 mL (1.1 mmole) of ethyldiisopropyl amine and 0.038 g (0.25 mmole) of 1-cyclopropyl-piperidin-4-ylamine in 4.0 mL of dimethylformamide was added 0.11 g (0.25 mmole) of 1-(di-1-pyrrolidinylmethylene)-1H-benzotriazolium 3-oxide hexafluorophosphate. The mixture was stirred at room temperature for 1 hour, then diluted with... Starting materials: ClC1=C(C=C(C=C1)S(=O)(=O)N(COC)C1=C(C=CC(=C1)Cl)C(C1=C2C(=NC=C1)N(C=C2)[Si](C)(C)C(C)(C)C)O)C(F)(F)F (4-chloro-N-{5-chloro-2-[hydroxy-(1-(tert-butyl-dimethyl-silanyl)-1H-pyrrolo[2,3-b]pyridin-4-yl)-methyl]-phenyl}-N-methoxymethyl-3-trifluoromethyl-benzenesulfonamide), CC(=O)OI1(C=2C=CC=CC2C(=O)O1)(OC(=O)C)OC(=O)C (Dess-Martin periodinane), [O-]S(=O)(=S)[O-].[Na+].[Na+] (Na2S2O3), C(=O)(O)[O-].[Na+] (NaHCO3). Run in C(Cl)Cl (CH2Cl2). Run at time 5 hour. Yields the product ClC1=C(C=C(C=C1)S(=O)(=O)N(COC)C1=C(C=CC(=C1)Cl)C(=O)C=1C2=C(N=CC1)N(C=C2)[Si](C)(C)C(C)(C)C)C(F)(F)F (4-chloro-N-[5-chloro-2-(1-(tert-butyl-dimethyl-silanyl)-1H-pyrrolo[2,3-b]pyridine-4-carbonyl)-phenyl]-N-methoxymethyl-3-trifluoromethyl-benzenesulfonamide). Yield: 91.5%. RXN SMILES: [Cl:1][C:2]1[CH:7]=[CH:6][C:5]([S:8]([N:11]([C:15]2[CH:20]=[C:19]([Cl:21])[CH:18]=[CH:17][C:16]=2[CH:22]([OH:39])[C:23]2[CH:28]=[CH:27][N:26]=[C:25]3[N:29]([Si:32]([C:35]([CH3:38])([CH3:37])[CH3:36])([CH3:34])[CH3:33])[CH:30]=[CH:31][C:24]=23)[CH2:12][O:13][CH3:14])(=[O:10])=[O:9])=[CH:4][C:3]=1[C:40]([F:43])([F:42])[F:41].CC(OI1(OC(C)=O)(OC(C)=O)OC(=O)C2C=CC=CC1=2)=O.[O-]S([O-])(=S)=O.[Na+].[Na+].C([O-])(O)=O.[Na+]>C(Cl)Cl>[Cl:1][C:2]1[CH:7]=[CH:6][C:5]([S:8]([N:11]([C:15]2[CH:20]=[C:19]([Cl:21])[CH:18]=[CH:17][C:16]=2[C:22]([C:23]2[C:24]3[CH:31]=[CH:30][N:29]([Si:32]([C:35]([CH3:37])([CH3:38])[CH3:36])([CH3:33])[CH3:34])[C:25]=3[N:26]=[CH:27][CH:28]=2)=[O:39])[CH2:12][O:13][CH3:14])(=[O:9])=[O:10])=[CH:4][C:3]=1[C:40]([F:43])([F:42])[F:41] |f:2.3.4,5.6|. Procedure details: To a solution of 4-chloro-N-{5-chloro-2-[hydroxy-(1-(tert-butyl-dimethyl-silanyl)-1H-pyrrolo[2,3-b]pyridin-4-yl)-methyl]-phenyl}-N-methoxymethyl-3-trifluoromethyl-benzenesulfonamide (88 mg, 0.13 mmol) in CH2Cl2 (3 mL) was added Dess-Martin periodinane (99.8 mg, 0.235 mmol) and stirred for 5 h at room temperature. 10% Na2S2O3 (3 mL) and saturated aqueous NaHCO3 solution (3 mL) was added and stirred for 30 min. Aqueous layer was separated and extracted with EtOAc (2×25 mL). Combined organic layers... Starting materials: CC(=O)[O-], CC(=O)[O-], CS(C)=O, COc1ccc(C)cc1, CC#N, [Cu+2], [Na+], [Na+], O, O=S(=O)([O-])OOS(=O)(=O)[O-]. The product is COc1ccc(C=O)cc1. Reaction SMILES: [C:30]([O-:31])(=[O:32])[CH3:33].[C:35]([O-:36])(=[O:37])[CH3:38].[CH3:10][S:11]([CH3:12])=[O:13].[CH3:1][O:2][c:3]1[cH:4][cH:5][c:6]([CH3:9])[cH:7][cH:8]1.[CH3:26][C:27]#[N:28].[Cu+2:34].[Na+:24].[Na+:25].[OH2:29].[S:14]([O:15][O:16][S:17]([O-:18])(=[O:19])=[O:20])([O-:21])(=[O:22])=[O:23]>>[CH3:1][O:2][c:3]1[cH:4][cH:5][c:6]([CH:9]=[O:13])[cH:7][cH:8]1. The reactants are [N+](=O)([O-])C1=C(C=C(C(=C1)F)Cl)NC(C)=O (N-(2-nitro-4-fluoro-5-chlorophenyl)acetamide), [K+].[Br-] (KBr), N1CCNCC1 (piperazine), [OH-].[K+] (potassium hydroxide). Solvent: CS(=O)C (dimethyl sulfoxide). The product is [N+](=O)([O-])C1=C(N)C=C(C(=C1)F)N1CCNCC1 (2-Nitro-4-fluoro-5-(piperazin-1-yl)aniline). Isolated yield 77.7%. Reaction SMILES: [N+:1]([C:4]1[CH:9]=[C:8]([F:10])[C:7](Cl)=[CH:6][C:5]=1[NH:12]C(=O)C)([O-:3])=[O:2].[NH:16]1[CH2:21][CH2:20][NH:19][CH2:18][CH2:17]1.[OH-].[K+].[K+].[Br-]>CS(C)=O>[N+:1]([C:4]1[CH:9]=[C:8]([F:10])[C:7]([N:16]2[CH2:21][CH2:20][NH:19][CH2:18][CH2:17]2)=[CH:6][C:5]=1[NH2:12])([O-:3])=[O:2] |f:2.3,4.5|. Procedure: 2-Nitro-4-fluoro-5-(piperazin-1-yl)aniline (5.6 g, 77%) was prepared by a procedure analogous to that described in preparation 1 (step 3) using N-(2-nitro-4-fluoro-5-chlorophenyl)acetamide (7.4 g, 0.03 mol) (obtained in preparation 1, step 2), piperazine (27.2 g, 0.3 mol), potassium hydroxide (2.5 g, 0.045 mol) and dimethyl sulfoxide (30 mL). mp 120-121° C.; IR (KBr) 3334, 1504, 1251 cm-1 ; 1H NMR (CDCl3 +CD3OD) δ 3.00 (t, J=5.4 Hz, 4H, N(CH2)2); 3.20 (t, J=5.6 Hz, 4H, N(CH2)2), 3.82 (brs, 3H, N... Starting materials: COC1=CC=C(C=C1)C=1N(C(=CC(C1C)=O)C1=CC=CC=C1)C1=CC=CC=C1 (2-(4-methoxyphenyl)-3-methyl-1,6-diphenyl-4(1H)-pyridinone), C(Cl)Cl (methylene chloride), B(Br)(Br)Br (boron tribromide), B(Cl)(Cl)Cl (boron trichloride). The solvent is C(Cl)(Cl)Cl (chloroform), C1=CC=CC=C1 (benzene). Product: OC1=CC=C(C=C1)C=1N(C(=CC(C1C)=O)C1=CC=CC=C1)C1=CC=CC=C1 (2-(4-hydroxyphenyl)-3-methyl-1,6-diphenyl-4(1H)-pyridinone). Reaction SMILES: C[O:2][C:3]1[CH:8]=[CH:7][C:6]([C:9]2[N:10]([C:23]3[CH:28]=[CH:27][CH:26]=[CH:25][CH:24]=3)[C:11]([C:17]3[CH:22]=[CH:21][CH:20]=[CH:19][CH:18]=3)=[CH:12][C:13](=[O:16])[C:14]=2[CH3:15])=[CH:5][CH:4]=1.C(Cl)Cl.B(Br)(Br)Br.B(Cl)(Cl)Cl>C(Cl)(Cl)Cl.C1C=CC=CC=1>[OH:2][C:3]1[CH:4]=[CH:5][C:6]([C:9]2[N:10]([C:23]3[CH:24]=[CH:25][CH:26]=[CH:27][CH:28]=3)[C:11]([C:17]3[CH:22]=[CH:21][CH:20]=[CH:19][CH:18]=3)=[CH:12][C:13](=[O:16])[C:14]=2[CH3:15])=[CH:7][CH:8]=1. Procedure details: For example, when 2-(4-methoxyphenyl)-3-methyl-1,6-diphenyl-4(1H)-pyridinone is either dissolved or suspended in a suitable solvent, e.g., methylene chloride, benzene or chloroform, and a Lewis acid such as boron tribromide, boron trichloride or the like is then added to the resulting solution to conduct a reaction, 2-(4-hydroxyphenyl)-3-methyl-1,6-diphenyl-4(1H)-pyridinone is produced. The reactants are P(=O)([O-])([O-])[O-] (phosphate), [Na] (sodium), FC1=C(C=CC(=C1F)C(F)(F)F)C=1N=C(SC1)NC(CC1=NSC=2N(C(N(C(C21)=O)C)=O)C)=O (N-{4-[2,3-difluoro-4-(trifluoromethyl)phenyl]-1,3-thiazol-2-yl}-2-(5,7-dimethyl-4,6-dioxo-4,5,6,7-tetrahydro[1,2]thiazolo[5,4-d]pyrimidin-3-yl)acetamide), P(=O)(OC(C)(C)C)(OC(C)(C)C)OCI (di-tert-butyl iodomethyl phosphate), P(=O)(OC(C)(C)C)(OC(C)(C)C)OCI (di-tert-butyl iodomethyl phosphate), P(=O)(OC)([O-])[O-] (methyl phosphate). Solvent: CN(C)C=O (DMF). Yields the product P(=O)(OCN1C(SC=C1C1=C(C(=C(C=C1)C(F)(F)F)F)F)=NC(CC1=NSC=2N(C(N(C(C21)=O)C)=O)C)=O)(O)O ([4-[2,3-Difluoro-4-(trifluoromethyl)phenyl]-2-{[(5,7-dimethyl-4,6-dioxo-4,5,6,7-tetrahydro[1,2]thiazolo[5,4-d]pyrimidin-3-yl)acetyl]imino}-1,3-thiazol-3 (2H)-yl]methyl dihydrogen phosphate), product. Reaction SMILES: [P:1]([O-:6])([O-:5])([O:3][CH3:4])=[O:2].P([O-])([O-])([O-])=O.[Na].[F:13][C:14]1[C:19]([F:20])=[C:18]([C:21]([F:24])([F:23])[F:22])[CH:17]=[CH:16][C:15]=1[C:25]1[N:26]=[C:27]([NH:30][C:31](=[O:46])[CH2:32][C:33]2[C:41]3[C:40](=[O:42])[N:39]([CH3:43])[C:38](=[O:44])[N:37]([CH3:45])[C:36]=3[S:35][N:34]=2)[S:28][CH:29]=1.P(OCI)(OC(C)(C)C)(OC(C)(C)C)=O>CN(C=O)C>[P:1]([OH:6])([OH:5])([O:3][CH2:4][N:26]1[C:25]([C:15]2[CH:16]=[CH:17][C:18]([C:21]([F:23])([F:24])[F:22])=[C:19]([F:20])[C:14]=2[F:13])=[CH:29][S:28][C:27]1=[N:30][C:31](=[O:46])[CH2:32][C:33]1[C:41]2[C:40](=[O:42])[N:39]([CH3:43])[C:38](=[O:44])[N:37]([CH3:45])[C:36]=2[S:35][N:34]=1)=[O:2] |^1:11|. Procedure: Di-tert-butyl 4-[2,3-difluoro-4-(trifluoromethyl)phenyl]-2-{[(5,7-dimethyl-4,6-dioxo-4,5,6,7-tetrahydro[1,2]thiazolo[5,4-d]pyrimidin-3-yl)acetyl]imino}-1,3-thiazol-3(2H)-yl]methyl phosphate: The title compound was prepared according to the general procedure as described in step 2 of method B for the preparation of phosphate derivatives by the reaction of sodium salt of N-{4-[2,3-difluoro-4-(trifluoromethyl)phenyl]-1,3-thiazol-2-yl}-2-(5,7-dimethyl-4,6-dioxo-4,5,6,7-tetrahydro[1,2]thiazolo[5,4-d]... Reaction SMILES: [CH3:21][CH2:22][O:23][C:24](=[O:25])[CH3:26].[O:1]1[CH2:2][CH2:3][O:4][C:5]12[CH2:6][CH2:7][N:8]([c:11]1[c:12]([F:20])[cH:13][c:14]([N+:17]([O-:18])=[O:19])[cH:15][cH:16]1)[CH2:9][CH2:10]2.[Pd:27]>>[O:1]1[CH2:2][CH2:3][O:4][C:5]12[CH2:6][CH2:7][N:8]([c:11]1[c:12]([F:20])[cH:13][c:14]([NH2:17])[cH:15][cH:16]1)[CH2:9][CH2:10]2. Reactants: CCOC(C)=O, O=[N+]([O-])c1ccc(N2CCC3(CC2)OCCO3)c(F)c1, [Pd]. The product is Nc1ccc(N2CCC3(CC2)OCCO3)c(F)c1.